This data is from the Open Reaction Database (ORD), a public repository of structured organic reaction records. The task is: describe an organic reaction: reactants, conditions, products, and yield Starting materials: C(C1=CC=CC=C1)OC=1C(=C(C=C2C(C(=CN(C12)NCC=O)C(=O)OCC)=O)F)F (Ethyl 8-benzyloxy-6,7-difluoro-1-(formylmethylamino)-4-oxo-1,4-dihydro-3-quinolinecarboxylate). The reagents and catalysts are [Pd] (Pd/C). The solvent is C(Cl)(Cl)Cl (chloroform), CO (methanol). Yields the product FC=1C=C2C(C(=CN(C2=C(C1F)O)NCC=O)C(=O)OCC)=O (ethyl 6,7-difluoro-1-(formylmethylamino)-8-hydroxy-4-oxo-1,4-dihydro-3-quinolinecarboxylate). The yield is 92.4%. Reaction SMILES: C([O:8][C:9]1[C:10]([F:30])=[C:11]([F:29])[CH:12]=[C:13]2[C:18]=1[N:17]([NH:19][CH2:20][CH:21]=[O:22])[CH:16]=[C:15]([C:23]([O:25][CH2:26][CH3:27])=[O:24])[C:14]2=[O:28])C1C=CC=CC=1>C(Cl)(Cl)Cl.CO.[Pd]>[F:29][C:11]1[CH:12]=[C:13]2[C:18](=[C:9]([OH:8])[C:10]=1[F:30])[N:17]([NH:19][CH2:20][CH:21]=[O:22])[CH:16]=[C:15]([C:23]([O:25][CH2:26][CH3:27])=[O:24])[C:14]2=[O:28]. Reported procedure: Ethyl 8-benzyloxy-6,7-difluoro-1-(formylmethylamino)-4-oxo-1,4-dihydro-3-quinolinecarboxylate (330 mg) was hydrogenated over 5% Pd/C (50 mg) in chloroform (14 ml) for 4 hours. The reaction mixture was diluted with methanol (14 ml) and filtered. The filtered cake was washed with chloroform/methanol (1:1). The combined filtrate was evaporated and the residue was recrystallized from ethanol to give 239 mg of ethyl 6,7-difluoro-1-(formylmethylamino)-8-hydroxy-4-oxo-1,4-dihydro-3-quinolinecarboxylate... The reactants are O (water), FC(C(C(F)(F)F)(O)C1=C(C(=C(C=C1)OCOC)CCC)CO)(F)F (1,1,1,3,3,3-hexafluoro-2-[2-(hydroxymethyl)-4-(methoxymethoxy)-3-propylphenyl]propan-2-ol), C1(=CC=CC=C1)P(C1=CC=CC=C1)C1=CC=CC=C1 (triphenylphosphine), N(=NC(=O)OCC)C(=O)OCC (diethyl azodicarboxylate). The solvent is ClCCl (dichloromethane). Run at time 8 hour. Product: COCOC=1C(=C2COC(C2=CC1)(C(F)(F)F)C(F)(F)F)CCC (5-(methoxymethoxy)-4-propyl-1,1-bis(trifluoromethyl)-1,3-dihydroisobenzofuran). Isolated yield 92.8%. RXN SMILES: [F:1][C:2]([F:25])([F:24])[C:3]([C:9]1[CH:14]=[CH:13][C:12]([O:15][CH2:16][O:17][CH3:18])=[C:11]([CH2:19][CH2:20][CH3:21])[C:10]=1[CH2:22]O)([OH:8])[C:4]([F:7])([F:6])[F:5].C1(P(C2C=CC=CC=2)C2C=CC=CC=2)C=CC=CC=1.N(C(OCC)=O)=NC(OCC)=O.O>ClCCl>[CH3:18][O:17][CH2:16][O:15][C:12]1[C:11]([CH2:19][CH2:20][CH3:21])=[C:10]2[C:9](=[CH:14][CH:13]=1)[C:3]([C:4]([F:6])([F:5])[F:7])([C:2]([F:1])([F:24])[F:25])[O:8][CH2:22]2. Procedure: To a solution of 1,1,1,3,3,3-hexafluoro-2-[2-(hydroxymethyl)-4-(methoxymethoxy)-3-propylphenyl]propan-2-ol (1.29 g, 3.43 mmol) and triphenylphosphine (1.98 g, 7.55 mmol) in dichloromethane (15 mL), diethyl azodicarboxylate (2.2 mol/L toluene solution, 4.67 mL, 10.27 mmol) was added under ice-cold conditions and the mixture was stirred overnight. The reaction solution was added with water and extracted with ethyl acetate. Subsequently, the organic layer was washed with saturated saline, dried usi... The reactants are NCc1ccco1, CC#N, O=C1C2=C(CCCC2)C(=O)N1c1cc(OC2CCCC2)c(Cl)cc1F. The product is O=C(NCc1ccco1)C1=C(C(=O)Nc2cc(OC3CCCC3)c(Cl)cc2F)CCCC1. Reaction SMILES: [CH2:26]([c:27]1[cH:28][cH:29][cH:30][o:31]1)[NH2:32].[CH3:33][C:34]#[N:35].[F:1][c:2]1[c:3]([N:15]2[C:16](=[O:25])[C:17]3=[C:18]([C:19]2=[O:20])[CH2:21][CH2:22][CH2:23][CH2:24]3)[cH:4][c:5]([O:9][CH:10]2[CH2:11][CH2:12][CH2:13][CH2:14]2)[c:6]([Cl:8])[cH:7]1>>[F:1][c:2]1[c:3]([NH:15][C:16]([C:17]2=[C:18]([C:19](=[O:20])[NH:32][CH2:26][c:27]3[cH:28][cH:29][cH:30][o:31]3)[CH2:21][CH2:22][CH2:23][CH2:24]2)=[O:25])[cH:4][c:5]([O:9][CH:10]2[CH2:11][CH2:12][CH2:13][CH2:14]2)[c:6]([Cl:8])[cH:7]1. The product is COc1nc(Cl)ncc1NS(=O)(=O)c1cccc2c(N(C)C)cccc12. The reactants are CN(C)c1cccc2c(S(=O)(=O)Cl)cccc12, COCCOC, [H-], [H][H], COc1nc(Cl)ncc1N, [Na+]. Reaction SMILES: [CH3:15][N:16]([c:17]1[c:18]2[cH:19][cH:20][cH:21][c:22]([S:27](=[O:28])(=[O:29])[Cl:30])[c:23]2[cH:24][cH:25][cH:26]1)[CH3:31].[CH3:32][O:33][CH2:34][CH2:35][O:36][CH3:37].[H-:1].[H:13][H:14].[NH2:3][c:4]1[c:5]([O:11][CH3:12])[n:6][c:7]([Cl:10])[n:8][cH:9]1.[Na+:2]>>[NH:3]([c:4]1[c:5]([O:11][CH3:12])[n:6][c:7]([Cl:10])[n:8][cH:9]1)[S:27]([c:22]1[cH:21][cH:20][cH:19][c:18]2[c:17]([N:16]([CH3:15])[CH3:31])[cH:26][cH:25][cH:24][c:23]21)(=[O:28])=[O:29]. Reactants: NC1=CC=C2C=CC=NC2=C1 (7-aminoquinoline), C1(=CC=CC=C1)C1=NC=C(C(=O)O)C=C1 (6-phenylnicotinic acid). Yields the product C1(=CC=CC=C1)C1=NC=C(C(=O)NC2=CC=C3C=CC=NC3=C2)C=C1 (6-Phenyl-N-quinolin-7-ylnicotinamide). Reaction SMILES: [NH2:1][C:2]1[CH:11]=[C:10]2[C:5]([CH:6]=[CH:7][CH:8]=[N:9]2)=[CH:4][CH:3]=1.[C:12]1([C:18]2[CH:26]=[CH:25][C:21]([C:22](O)=[O:23])=[CH:20][N:19]=2)[CH:17]=[CH:16][CH:15]=[CH:14][CH:13]=1>>[C:12]1([C:18]2[CH:26]=[CH:25][C:21]([C:22]([NH:1][C:2]3[CH:11]=[C:10]4[C:5]([CH:6]=[CH:7][CH:8]=[N:9]4)=[CH:4][CH:3]=3)=[O:23])=[CH:20][N:19]=2)[CH:13]=[CH:14][CH:15]=[CH:16][CH:17]=1. Procedure: Using the procedure outlined in Example 56, the title compound was prepared from 7-aminoquinoline (D55) (100 mg, 0.69 mmol) and 6-phenylnicotinic acid (D48) (198 mg, 1 mmol) as a solid. 1H NMR (400 MHz, CDCl3) δ (ppm): 9.23 (d, 1H), 8.92 (dd, 1H), 8.33 (dd, 1H), 8.23 (s, 1H), 8.15, (d, 1H), 8.14 (s, 1H), 8.08 (m, 3H), 7.90 (d, 1H), 7.87 (d, 1H), 7.50 (m, 3H), 7.38 (dd, 1H).